Dataset: the Open Reaction Database (ORD), a public repository of structured organic reaction records. Task: describe an organic reaction: reactants, conditions, products, and yield Starting materials: C(C)(=O)OCC (ethyl acetate), C(C1=CC=CC=C1)N1C(C2=CC=CC(=C2C1=O)C)=O (2-benzyl-4-methyl-isoindole-1,3-dione), [Sn] (tin), Cl (HCl). Run in C(C)(C)O (isopropanol), CCCCCC (hexane). The product is C(C1=CC=CC=C1)N1C(C2=C(C=CC=C2C1)C)=O (2-benzyl-7-methyl-2,3-dihydro-isoindol-1-one). Isolated yield 4.2%. RXN SMILES: [CH2:1]([N:8]1[C:16](=[O:17])[C:15]2[C:10](=[CH:11][CH:12]=[CH:13][C:14]=2[CH3:18])[C:9]1=O)[C:2]1[CH:7]=[CH:6][CH:5]=[CH:4][CH:3]=1.[Sn].Cl.C(OCC)(=O)C>C(O)(C)C.CCCCCC>[CH2:1]([N:8]1[CH2:9][C:10]2[C:15](=[C:14]([CH3:18])[CH:13]=[CH:12][CH:11]=2)[C:16]1=[O:17])[C:2]1[CH:3]=[CH:4][CH:5]=[CH:6][CH:7]=1 |^3:19|. Procedure: A mixture of 2-benzyl-4-methyl-isoindole-1,3-dione (0.500 g, 2 mmol), tin (0.59 g, 5 mmol) and concentrated HCl (2 mL) in isopropanol (10 mL) was heated at reflux for 2.5 h. After this time, the reaction mixture was cooled to ambient temperature, the solids removed by filtration and the filtrate concentrated. The resulting material was dissolved in dichloromethane (20 mL) and the solution washed with brine (7 mL). The organic solution was separated, dried over anhydrous MgSO4, filtered, and conc... Reactants: O=C1N(C(C(N1C)(COCC=C)C1=CC=C(C=C1)F)=O)C1=CC(=C(C#N)C=C1)C(F)(F)F (4-[2,5-dioxo-4-(4-fluorophenyl)-3-methyl-4-[(2-propenyloxy)methyl]imidazolidin-1-yl]-2-trifluoromethylbenzonitrile), C([O-])(O)=O.[Na+] (sodium bicarbonate). Run in C(Cl)Cl (DCM). Run at time 7 hour. Yields the product O=C1N(C(C(N1C)(CO)C1=CC=C(C=C1)F)=O)C1=CC(=C(C#N)C=C1)C(F)(F)F (4-[2,5-Dioxo-4-(4-fluorophenyl)-4-hydroxymethyl-3-methylimidazolidin-1-yl]-2-trifluoromethylbenzonitrile). Reaction SMILES: [O:1]=[C:2]1[N:6]([CH3:7])[C:5]([C:13]2[CH:18]=[CH:17][C:16]([F:19])=[CH:15][CH:14]=2)([CH2:8][O:9]CC=C)[C:4](=[O:20])[N:3]1[C:21]1[CH:28]=[CH:27][C:24]([C:25]#[N:26])=[C:23]([C:29]([F:32])([F:31])[F:30])[CH:22]=1.C(=O)(O)[O-].[Na+]>C(Cl)Cl>[O:1]=[C:2]1[N:6]([CH3:7])[C:5]([C:13]2[CH:14]=[CH:15][C:16]([F:19])=[CH:17][CH:18]=2)([CH2:8][OH:9])[C:4](=[O:20])[N:3]1[C:21]1[CH:28]=[CH:27][C:24]([C:25]#[N:26])=[C:23]([C:29]([F:31])([F:32])[F:30])[CH:22]=1 |f:1.2|. Procedure details: The crude mixture of 4-[2,5-dioxo-4-(4-fluorophenyl)-3-methyl-4-[(2-propenyloxy)methyl]imidazolidin-1-yl]-2-trifluoromethylbenzonitrile obtained in step 5 is solubilised in 5 mL of DCM under argon atmosphere. 0.9 mL of trifluoroborane-dimethylsulfide complex is added. The mixture is stirred at rt for 7 hours. A saturated aqueous sodium bicarbonate solution is added slowly, the product is extracted with DCM and the organic layer is dried over sodium sulfate, filtered and evaporated. The crude pro... Reactants: C(C)(=O)O[BH-](OC(C)=O)OC(C)=O.[Na+] (sodium triacetoxyborohydride), C(C)C1=C(C=CC=C1CC=O)C1=NSC(=N1)C=1C=CC(=C(C#N)C1)CC(C)C (5-{3-[2-ethyl-3-(2-oxoethyl)phenyl]-1,2,4-thiadiazol-5-yl}-2-(2-methylpropyl)benzonitrile), C(C)(=O)[O-].[Na+] (sodium acetate), Cl.N1CC(C1)C(=O)OC (hydrogen chloride methyl 3-azetidinecarboxylate). Reagents/catalysts: C(C)(=O)O (acetic acid). Solvent: ClCCl (dichloromethane). Conditions: time 30 minute. Yields the product C(#N)C=1C=C(C=CC1CC(C)C)C1=NC(=NS1)C=1C(=C(C=CC1)CCN1CC(C1)C(=O)O)CC (1-[2-(3-{5-[3-cyano-4-(2-methylpropyl)phenyl]-1,2,4-thiadiazol-3-yl}-2-ethylphenyl)ethyl]-3-azetidinecarboxylic acid). Yield: 17.9%. RXN SMILES: [CH2:1]([C:3]1[C:8]([CH2:9][CH:10]=O)=[CH:7][CH:6]=[CH:5][C:4]=1[C:12]1[N:16]=[C:15]([C:17]2[CH:18]=[CH:19][C:20]([CH2:25][CH:26]([CH3:28])[CH3:27])=[C:21]([CH:24]=2)[C:22]#[N:23])[S:14][N:13]=1)[CH3:2].C([O-])(=O)C.[Na+].Cl.[NH:35]1[CH2:38][CH:37]([C:39]([O:41]C)=[O:40])[CH2:36]1.C(O[BH-](OC(=O)C)OC(=O)C)(=O)C.[Na+]>ClCCl.C(O)(=O)C>[C:22]([C:21]1[CH:24]=[C:17]([C:15]2[S:14][N:13]=[C:12]([C:4]3[C:3]([CH2:1][CH3:2])=[C:8]([CH2:9][CH2:10][N:35]4[CH2:38][CH:37]([C:39]([OH:41])=[O:40])[CH2:36]4)[CH:7]=[CH:6][CH:5]=3)[N:16]=2)[CH:18]=[CH:19][C:20]=1[CH2:25][CH:26]([CH3:28])[CH3:27])#[N:23] |f:1.2,3.4,5.6|. Procedure: To a solution of 5-{3-[2-ethyl-3-(2-oxoethyl)phenyl]-1,2,4-thiadiazol-5-yl}-2-(2-methylpropyl)benzonitrile (D62) (110 mg) in dichloromethane (DCM) (15 mL) was added sodium acetate (25.5 mg), hydrogen chloride-methyl 3-azetidinecarboxylate (1:1) (45.0 mg) and 5 drops of acetic acid. After stirring for 30 min, sodium triacetoxyborohydride (90 mg) was added and the reaction solution was stirred at room temperature overnight. The solvent was removed in vacuo and the residue was dissolved in ethyl ac... As a reaction SMILES: [CH3:43][OH:44].[ClH:1].[NH2:2][c:3]1[cH:4][cH:5][c:6]([C:9]2=[N:10][N:11]([C:21](=[O:22])[c:23]3[cH:24][cH:25][c:26](-[c:28]4[c:29]([CH2:30][NH:31][C:32](=[O:33])[O:34][C:35]([CH3:36])([CH3:37])[CH3:38])[cH:39][cH:40][cH:41][cH:42]4)[s:27]3)[CH:12]([c:14]3[c:15]([OH:20])[cH:16][cH:17][cH:18][cH:19]3)[CH2:13]2)[cH:7][n:8]1>>[ClH:1].[NH2:2][c:3]1[cH:4][cH:5][c:6]([C:9]2=[N:10][N:11]([C:21](=[O:22])[c:23]3[cH:24][cH:25][c:26](-[c:28]4[c:29]([CH2:30][NH2:31])[cH:39][cH:40][cH:41][cH:42]4)[s:27]3)[CH:12]([c:14]3[c:15]([OH:20])[cH:16][cH:17][cH:18][cH:19]3)[CH2:13]2)[cH:7][n:8]1. Yields the product Cl, NCc1ccccc1-c1ccc(C(=O)N2N=C(c3ccc(N)nc3)CC2c2ccccc2O)s1. Starting materials: CO, Cl, CC(C)(C)OC(=O)NCc1ccccc1-c1ccc(C(=O)N2N=C(c3ccc(N)nc3)CC2c2ccccc2O)s1. The reactants are CSC1=NC(NC(=C1)C)=O (4-Methylthio-6-methylpyrimid-2-one), ( 43 ), Ice, S([O-])(O)=O.[Na+] (sodium bisulphite), C(C)(=O)OC(C)=O (acetic anhydride), BrN1C(CCC1=O)=O (N-bromo-succinimide). The solvent is C(C)(=O)O (acetic acid). Reaction conditions: time 40 minute. Product: CSC1=NC(NC(=C1Br)C)=O (4-Methylthio-5-bromo-6-methylpyrimid-2-one). Isolated yield 35.0%. RXN SMILES: [CH3:1][S:2][C:3]1[CH:8]=[C:7]([CH3:9])[NH:6][C:5](=[O:10])[N:4]=1.C(OC(=O)C)(=O)C.[Br:18]N1C(=O)CCC1=O.S(=O)(O)[O-].[Na+]>C(O)(=O)C>[CH3:1][S:2][C:3]1[C:8]([Br:18])=[C:7]([CH3:9])[NH:6][C:5](=[O:10])[N:4]=1 |f:3.4|. Procedure details: 4-Methylthio-6-methylpyrimid-2-one (see Wheeler, L. H. and MacFarland, F. D. J. Amer. Chem. Soc. 42 (1909) (43) (0.01 mol) was dissolved in acetic acid (30 ml) containing 2% acetic anhydride and N-bromo-succinimide (0.013 mol) added. The reaction mixture was kept at 55° C. for 40 min. Ice-cold water (150 ml) containing a little sodium bisulphite was added to the cold reaction mixture. The precipitate formed was recrystallised from water; yield 35%, m.p. 244° C. (Found: C, 30.34; H, 2.81. Calc. f... The reactants are Cl.N1=C(C=CC=C1)N(C(=O)C1=CC2=C(N(C(=N2)CN(C)C2=CC=C(C=C2)C(N)=N)C)C=C1)CC(=O)OCC (1-methyl-2-[N-(4-amidinophenyl)-N-methyl-aminomethyl]-benzimidazol-5-yl-carboxylic acid-N-(2-pyridyl)-N-(ethoxycarbonylmethyl)-amide-hydrochloride), [OH-].[Na+] (sodium hydroxide). Product: N1=C(C=CC=C1)N(C(=O)C1=CC2=C(N(C(=N2)CN(C)C2=CC=C(C=C2)C(N)=N)C)C=C1)CC(=O)O (1-Methyl-2-[N-(4-amidinophenyl)-N-methyl-aminomethyl]-benzimidazol-5-yl-carboxylic Acid-N-(2-pyridyl)-N-(hydroxycarbonylmethyl)-amide). Reaction SMILES: Cl.[N:2]1[CH:7]=[CH:6][CH:5]=[CH:4][C:3]=1[N:8]([CH2:33][C:34]([O:36]CC)=[O:35])[C:9]([C:11]1[CH:32]=[CH:31][C:14]2[N:15]([CH3:30])[C:16]([CH2:18][N:19]([C:21]3[CH:26]=[CH:25][C:24]([C:27](=[NH:29])[NH2:28])=[CH:23][CH:22]=3)[CH3:20])=[N:17][C:13]=2[CH:12]=1)=[O:10].[OH-].[Na+]>>[N:2]1[CH:7]=[CH:6][CH:5]=[CH:4][C:3]=1[N:8]([CH2:33][C:34]([OH:36])=[O:35])[C:9]([C:11]1[CH:32]=[CH:31][C:14]2[N:15]([CH3:30])[C:16]([CH2:18][N:19]([C:21]3[CH:26]=[CH:25][C:24]([C:27](=[NH:28])[NH2:29])=[CH:23][CH:22]=3)[CH3:20])=[N:17][C:13]=2[CH:12]=1)=[O:10] |f:0.1,2.3|. Procedure details: Prepared analogously to Example 26 from 1-methyl-2-[N-(4-amidinophenyl)-N-methyl-aminomethyl]-benzimidazol-5-yl-carboxylic acid-N-(2-pyridyl)-N-(ethoxycarbonylmethyl)-amide-hydrochloride and sodium hydroxide solution.